From a dataset of the Open Reaction Database (ORD), a public repository of structured organic reaction records. describe an organic reaction: reactants, conditions, products, and yield The reactants are C1=CN(C=N1)C(=O)N2C=CN=C2 (CDI), CN(C1=CC=C(C(=N1)NC(CC)CC)[N+](=O)[O-])C (N6,N6-dimethyl-3-nitro-N2-(pentan-3-yl)pyridine-2,6-diamine). Reagents/catalysts: [Pd] (Pd/C). Solvent: CO (MeOH). Product: EtOAc hexanes, CN(C1=CC=C2C(=N1)N(C(=N2)O)C(CC)CC)C (5-(dimethylamino)-3-(pentan-3-yl)-3H-imidazo[4,5-b]pyridin-2-ol). The yield is 57.4%. Reaction SMILES: [CH3:1][N:2]([CH3:18])[C:3]1[N:8]=[C:7]([NH:9][CH:10]([CH2:13][CH3:14])[CH2:11][CH3:12])[C:6]([N+:15]([O-])=O)=[CH:5][CH:4]=1.C1N=CN([C:24](N2C=NC=C2)=[O:25])C=1>CO.[Pd]>[CH3:1][N:2]([CH3:18])[C:3]1[N:8]=[C:7]2[N:9]([CH:10]([CH2:13][CH3:14])[CH2:11][CH3:12])[C:24]([OH:25])=[N:15][C:6]2=[CH:5][CH:4]=1. Procedure: To a solution of N6,N6-dimethyl-3-nitro-N2-(pentan-3-yl)pyridine-2,6-diamine (100 mg, 0.40 mmol) in MeOH (4 mL) was added a catalytic amount of Pd/C. The mixture was purged with hydrogen from a balloon fitted with a needle for 1 h. The resulting mixture was filtered through a pad of celite and concentrated in vacuo. The solid was then dissolved in THF (2 mL) and CDI (100 mg, 1.17 mmol) was added as a solid. After heating for 3 h, the reaction was cooled to room temperature. The excess CDI was qu... Starting materials: O=C1CCC(=O)N1Br, CCOC(C)=O, COCCOC, Cc1cccc(OC(F)(F)C(F)F)c1, CCOC(=O)CC(=O)c1cccc(F)c1, FC(F)C(F)(F)Oc1cccc(CBr)c1, [H-], CC(C)(C#N)N=NC(C)(C)C#N, [Na+], O. Product: CCOC(=O)C(Cc1cccc(OC(F)(F)C(F)F)c1)C(=O)c1cccc(F)c1. Reaction SMILES: [Br:15][N:16]1[C:17](=[O:18])[CH2:19][CH2:20][C:21]1=[O:22].[CH3:67][CH2:68][O:69][C:70](=[O:71])[CH3:72].[CH3:73][O:74][CH2:75][CH2:76][O:77][CH3:78].[F:1][C:2]([CH:3]([F:4])[F:5])([O:6][c:7]1[cH:8][c:9]([CH3:13])[cH:10][cH:11][cH:12]1)[F:14].[F:35][c:36]1[cH:37][c:38]([C:42]([CH2:43][C:44](=[O:45])[O:46][CH2:47][CH3:48])=[O:49])[cH:39][cH:40][cH:41]1.[F:52][C:53]([F:54])([O:55][c:56]1[cH:57][c:58]([CH2:59][Br:60])[cH:61][cH:62][cH:63]1)[CH:64]([F:65])[F:66].[H-:50].[N:23]([C:24]([CH3:25])([CH3:26])[C:27]#[N:28])=[N:29][C:30]([CH3:31])([CH3:32])[C:33]#[N:34].[Na+:51].[OH2:79]>>[F:1][C:2]([CH:3]([F:4])[F:5])([O:6][c:7]1[cH:8][c:9]([CH2:13][CH:43]([C:42]([c:38]2[cH:37][c:36]([F:35])[cH:41][cH:40][cH:39]2)=[O:49])[C:44](=[O:45])[O:46][CH2:47][CH3:48])[cH:10][cH:11][cH:12]1)[F:14]. Reported procedure: To a solution of compound 52c (507 mg, 1.99 mmol) in THF (8 mL) at −70° C. was added n-BuLi (1.6 M in hexane, 2.62 mL, 4.19 mmol). The mixture was stirred at −70° C. for 1 h; then a solution of N-fluorobenzenesulfonimide (817.3 mg, 2.59 mmol) in THF (2 mL) was slowly added. The reaction mixture was allowed to warm to room temperature and was stirred overnight. The resulting mixture was partitioned between dilute aqueous HCl and EtOAc. The organic solution was washed with water and brine, dried o... Starting materials: C1(=CC=CC=C1)C1=CC2=C(SC(=C2)C(=O)O)C=C1 (5-Phenyl-benzo[b]thiophene-2-carboxylic acid), [Li]CCCC (n-BuLi), C1=CC=C(C=C1)S(=O)(=O)N(F)S(=O)(=O)C2=CC=CC=C2 (N-fluorobenzenesulfonimide). Isolated yield 72.3%. Reaction conditions: temperature -70 celsius, time 1 hour. Product: FC=1C2=C(SC1C(=O)O)C=CC(=C2)C2=CC=CC=C2 (3-Fluoro-5-phenyl-benzo[b]thiophene-2-carboxylic acid). The solvent is C1CCOC1 (THF), C1CCOC1 (THF). As a reaction SMILES: [C:1]1([C:7]2[CH:18]=[CH:17][C:10]3[S:11][C:12]([C:14]([OH:16])=[O:15])=[CH:13][C:9]=3[CH:8]=2)[CH:6]=[CH:5][CH:4]=[CH:3][CH:2]=1.[Li]CCCC.C1C=CC(S(N(S(C2C=CC=CC=2)(=O)=O)[F:34])(=O)=O)=CC=1>C1COCC1>[F:34][C:13]1[C:9]2[CH:8]=[C:7]([C:1]3[CH:2]=[CH:3][CH:4]=[CH:5][CH:6]=3)[CH:18]=[CH:17][C:10]=2[S:11][C:12]=1[C:14]([OH:16])=[O:15]. Starting materials: ClC(Cl)Cl, O=C(OO)c1cccc(Cl)c1, COC(=O)C1C(c2ccccc2)N1S(=O)c1ccc(C)cc1. Yields the product COC(=O)C1C(c2ccccc2)N1S(=O)(=O)c1ccc(C)cc1. Reaction SMILES: [CH:34]([Cl:35])([Cl:36])[Cl:37].[OH:23][O:24][C:25]([c:26]1[cH:27][c:28]([Cl:29])[cH:30][cH:31][cH:32]1)=[O:33].[c:1]1([CH3:22])[cH:2][cH:3][c:4]([S:7](=[O:8])[N:9]2[CH:10]([C:18](=[O:19])[O:20][CH3:21])[CH:11]2[c:12]2[cH:13][cH:14][cH:15][cH:16][cH:17]2)[cH:5][cH:6]1>>[c:1]1([CH3:22])[cH:2][cH:3][c:4]([S:7](=[O:8])([N:9]2[CH:10]([C:18](=[O:19])[O:20][CH3:21])[CH:11]2[c:12]2[cH:13][cH:14][cH:15][cH:16][cH:17]2)=[O:23])[cH:5][cH:6]1. Starting materials: C(\C=C\C)(=O)N (crotonamide), ClCC(=O)CCl (1,3-dichloroacetone). Yields the product ClCC=1N=C(OC1)C=CC (4-chloromethyl-2-(1-propenyl)oxazole). The yield is 10.0%. As a reaction SMILES: [C:1]([NH2:6])(=[O:5])/[CH:2]=[CH:3]/[CH3:4].[Cl:7][CH2:8][C:9]([CH2:11]Cl)=O>>[Cl:7][CH2:8][C:9]1[N:6]=[C:1]([CH:2]=[CH:3][CH3:4])[O:5][CH:11]=1. Procedure details: In substantially the same manner as in Reference Example 47, crotonamide was allowed to react with 1,3-dichloroacetone to give 4-chloromethyl-2-(1-propenyl)oxazole. The yield is 10%. Oily substance. Reactants: SC1=NN=C(S1)SCC(=O)OCC (ethyl [(5-mercapto-1,3,4-thiadiazol-2-yl)thio]acetate), BrCCCBr (1,3-dibromopropane), C([O-])([O-])=O.[K+].[K+] (potassium carbonate), C(C)C(=O)C (methyl ethyl ketone). Reagents/catalysts: [Br-].C(CCC)[N+](CCCC)(CCCC)CCCC (tetra-n-butylammonium bromide). Run in C1(=CC=CC=C1)C (Toluene). Reaction conditions: temperature 60 celsius, time 3 hour. Yields the product BrCCCSC1=NN=C(S1)SCC(=O)OCC (ethyl [[5-(3-bromopropyl)thio-1,3,4-thiadiazol-2-yl]thio]acetate). Yield: 29.8%. RXN SMILES: [SH:1][C:2]1[S:6][C:5]([S:7][CH2:8][C:9]([O:11][CH2:12][CH3:13])=[O:10])=[N:4][N:3]=1.[Br:14][CH2:15][CH2:16][CH2:17]Br.C(=O)([O-])[O-].[K+].[K+].C(C(C)=O)C>[Br-].C([N+](CCCC)(CCCC)CCCC)CCC.C1(C)C=CC=CC=1>[Br:14][CH2:15][CH2:16][CH2:17][S:1][C:2]1[S:6][C:5]([S:7][CH2:8][C:9]([O:11][CH2:12][CH3:13])=[O:10])=[N:4][N:3]=1 |f:2.3.4,6.7|. Procedure: A mixture of 3 g of ethyl [(5-mercapto-1,3,4-thiadiazol-2-yl)thio]acetate, 9 g of 1,3-dibromopropane, 2.02 g of anhydrous potassium carbonate, 0.01 g of tetra-n-butylammonium bromide, and 20 ml of methyl ethyl ketone was vigorously stirred for 3 hour at 60° C. Toluene was added to the reaction mixture and the resultant mixture was washed with water, dried over anhydrous magnesium sulfate, and concentrated under reduced pressure. The residue thus formed was applied to silica gel column chromatogr... The reactants are Cl.BrC1=C2CCNCC2=CC=C1 (5-bromo-1,2,3,4-tetrahydroisoquinoline hydrochloride), 524.0, BrC1=C2CCN(CC2=CC=C1)S(=O)(=O)NC=1SC(=CN1)F (5-bromo-N-(5-fluorothiazol-2-yl)-3,4-dihydroisoquinoline-2(1H)-sulfonamide), N1(C=NC=C1)C1=C(C=CC(=C1)C(F)(F)F)C=1C=CC=C2CCNCC12 (8-(2-(1H-imidazol-1-yl)-4-(trifluoromethyl)phenyl)-1,2,3,4-tetrahydroisoquinoline), N1(C=NC=C1)C1=C(C=CC(=C1)C(F)(F)F)C=1C=CC=C2CCNCC12 (8-(2-(1H-imidazol-1-yl)-4-(trifluoromethyl)phenyl)-1,2,3,4-tetrahydroisoquinoline). Product: N1(C=NC=C1)C1=C(C=CC(=C1)C(F)(F)F)C1=C2CCN(CC2=CC=C1)S(=O)(=O)NC=1SC(=CN1)F (5-(2-(1H-Imidazol-1-yl)-4-(trifluoromethyl)phenyl)-N-(5-fluorothiazol-2-yl)-3,4-dihydroisoquinoline-2(1H)-sulfonamide). Reaction SMILES: Br[C:2]1[CH:11]=[CH:10][CH:9]=[C:8]2[C:3]=1[CH2:4][CH2:5][N:6]([S:12]([NH:15][C:16]1[S:17][C:18]([F:21])=[CH:19][N:20]=1)(=[O:14])=[O:13])[CH2:7]2.[N:22]1([C:27]2[CH:32]=[C:31]([C:33]([F:36])([F:35])[F:34])[CH:30]=[CH:29][C:28]=2C2C=CC=C3C=2CNCC3)[CH:26]=[CH:25][N:24]=[CH:23]1.Cl.BrC1C=CC=C2C=1CCNC2>>[N:22]1([C:27]2[CH:32]=[C:31]([C:33]([F:34])([F:35])[F:36])[CH:30]=[CH:29][C:28]=2[C:2]2[CH:11]=[CH:10][CH:9]=[C:8]3[C:3]=2[CH2:4][CH2:5][N:6]([S:12]([NH:15][C:16]2[S:17][C:18]([F:21])=[CH:19][N:20]=2)(=[O:14])=[O:13])[CH2:7]3)[CH:26]=[CH:25][N:24]=[CH:23]1 |f:2.3|. Procedure: The title compound was prepared in a procedure analogous to Intermediate I, wherein 8-(2-(1H-imidazol-1-yl)-4-(trifluoromethyl)phenyl)-1,2,3,4-tetrahydroisoquinoline (Intermediate R) was substituted for 5-bromo-1,2,3,4-tetrahydroisoquinoline hydrochloride [M+H]+=524.0 1H NMR (400 MHZ, Acetone-d6) δ ppm: 7.97 (s, 1H), 7.91 (dd, J=7.9, 1.0 Hz, 1H), 7.70 (d, J=8.0 Hz, 1H), 7.48 (d, J=1.0 Hz, 1H), 7.44 (t, J=1.3 Hz, 1H), 7.10-7.19 (m, 2H), 6.97-7.02 (m, 3H), 4.28-4.41 (m, 2H), 3.68-3.77 (m, 1H), 3.2...